From a dataset of the Open Reaction Database (ORD), a public repository of structured organic reaction records. describe an organic reaction: reactants, conditions, products, and yield Reactants: C(N)([S-])=S.[NH4+] (ammonium dithiocarbamate), aqueous solution, BrCCCC(=O)OCC (ethyl 4-bromobutyrate). Solvent: C(C)O (ethanol). Run at time 2 day. The product is NC(=S)SCCCC(=O)OCC (ethyl 4-(aminothiocarbonylmercapto)butyrate). Isolated yield 101.0%. Reaction SMILES: [C:1](=[S:4])([S-:3])[NH2:2].[NH4+].Br[CH2:7][CH2:8][CH2:9][C:10]([O:12][CH2:13][CH3:14])=[O:11]>C(O)C>[NH2:2][C:1]([S:3][CH2:7][CH2:8][CH2:9][C:10]([O:12][CH2:13][CH3:14])=[O:11])=[S:4] |f:0.1|. Procedure: A mixture of 10 g of ammonium dithiocarbamate (i.e. 34 g of a 30% aqueous solution) and 17.7 g of ethyl 4-bromobutyrate in 70 ml of ethanol is stirred for 2 days at room temperature. The reaction medium is extracted with methylene chloride and the organic phase is dried and then concentrated to give 19 g of ethyl 4-(aminothiocarbonylmercapto)butyrate in the form of a semicrystalline yellow oil. The reactants are O=O (oxygene), C1(=CC=CC=C1)C (toluene), ON1C(N(C(N(C1=O)O)=O)O)=O (hexahydro-1,3,5-trihydroxy-1,3,5-triazine-2,4,6-trione), C(C)(=O)O (acetic acid). The reagents and catalysts are C(C)(=O)[O-].[Co+2].C(C)(=O)[O-] (cobalt (II) acetate). Run in O (H2O). Yields the product C(C1=CC=CC=C1)(=O)O (benzoic acid), C(C1=CC=CC=C1)=O (benzaldehyde). As a reaction SMILES: [C:1]1([CH3:7])[CH:6]=[CH:5][CH:4]=[CH:3][CH:2]=1.[OH:8]N1C(=O)N(O)C(=O)N(O)C1=O.[C:20]([OH:23])(=[O:22])[CH3:21].O=O>C([O-])(=O)C.[Co+2].C([O-])(=O)C.O>[C:20]([OH:23])(=[O:22])[C:21]1[CH:5]=[CH:6][CH:1]=[CH:2][CH:3]=1.[CH:7](=[O:8])[C:1]1[CH:6]=[CH:5][CH:4]=[CH:3][CH:2]=1 |f:4.5.6|. Reported procedure: A mixture of 0.276 g of toluene, 0.005 g of hexahydro-1,3,5-trihydroxy-1,3,5-triazine-2,4,6-trione (1% by mole relative to toluene), 5 g of acetic acid and 0.004 g of cobalt (II) acetate.4 H2O was stirred at 60° C. in an atmosphere of oxygene gas (1 atm=0.1 MPa) for 6 hours. The resulting product in the reaction mixture was analyzed by gas chromatography and was found to yield benzoic acid and benzaldehyde in 49% and 3% yields, respectively, at 53% conversion of toluene. Product: CC(C(=O)O)(C)NC1=C(C=C(C=C1)OC)N (2-Methyl-(2'-amino-4'-methoxyanilino)-propionic acid). As a reaction SMILES: [CH3:1][C:2]([NH:7][C:8]1[CH:13]=[CH:12][C:11]([O:14][CH3:15])=[CH:10][C:9]=1[N+:16]([O-])=O)([CH3:6])[C:3]([OH:5])=[O:4].[H][H]>O1CCCC1.[Ni]>[CH3:6][C:2]([NH:7][C:8]1[CH:13]=[CH:12][C:11]([O:14][CH3:15])=[CH:10][C:9]=1[NH2:16])([CH3:1])[C:3]([OH:5])=[O:4]. The reagents and catalysts are [Ni] (Raney nickel). Procedure details: 32.6 g (mol/7.8) of 2-methyl-(2'-nitro-4'-methoxyanilino)-propionic acid, in solution in 330 ml of tetrahydrofuran, are hydrogenated in the presence of 20 g of Raney nickel in an autoclave with a capacity of 500 ml. Hydrogen pressure in the cold: 150 kg/cm2. Temperature = 70°-90° C.; Duration: 3 hours Starting materials: CC(C(=O)O)(C)NC1=C(C=C(C=C1)OC)[N+](=O)[O-] (2-methyl-(2'-nitro-4'-methoxyanilino)-propionic acid), [H][H] (Hydrogen). The solvent is O1CCCC1 (tetrahydrofuran). The reactants are CON(C)C(=O)CCc1ccc(OCc2ccccc2)cc1, CCCC[Mg+], C1CCOC1, [Cl-]. Product: CCCCC(=O)CCc1ccc(OCc2ccccc2)cc1. Reaction SMILES: [CH2:1]([c:2]1[cH:3][cH:4][cH:5][cH:6][cH:7]1)[O:8][c:9]1[cH:10][cH:11][c:12]([CH2:15][CH2:16][C:17](=[O:18])[N:19]([O:20][CH3:21])[CH3:22])[cH:13][cH:14]1.[CH2:24]([CH2:25][CH2:26][CH3:27])[Mg+:28].[CH2:29]1[O:30][CH2:31][CH2:32][CH2:33]1.[Cl-:23]>>[CH2:1]([c:2]1[cH:3][cH:4][cH:5][cH:6][cH:7]1)[O:8][c:9]1[cH:10][cH:11][c:12]([CH2:15][CH2:16][C:17](=[O:18])[CH2:24][CH2:25][CH2:26][CH3:27])[cH:13][cH:14]1. Yields the product CCOC(=O)c1ccc(I)c([N+](=O)[O-])c1. Starting materials: CCOC(=O)c1ccc(I)cc1, O=[N+]([O-])O, O=S(=O)(O)O. As a reaction SMILES: [CH2:1]([CH3:2])[O:3][C:4]([c:5]1[cH:6][cH:7][c:8]([I:11])[cH:9][cH:10]1)=[O:12].[OH:13][N+:14]([O-:15])=[O:16].[S:17](=[O:18])(=[O:19])([OH:20])[OH:21]>>[CH2:1]([CH3:2])[O:3][C:4]([c:5]1[cH:6][c:7]([N+:14](=[O:13])[O-:15])[c:8]([I:11])[cH:9][cH:10]1)=[O:12].